From a dataset of the Open Reaction Database (ORD), a public repository of structured organic reaction records. describe an organic reaction: reactants, conditions, products, and yield Starting materials: Oc1cccc(Br)c1, [K+], O=[N+]([O-])[O-], O, O=S(=O)(O)O. Product: O=[N+]([O-])c1ccc(Br)cc1O. Reaction SMILES: [Br:11][c:12]1[cH:13][c:14]([OH:18])[cH:15][cH:16][cH:17]1.[K+:6].[O-:7][N+:8]([O-:9])=[O:10].[OH2:19].[S:1](=[O:2])(=[O:3])([OH:4])[OH:5]>>[O-:7][N+:8](=[O:10])[c:15]1[c:14]([OH:18])[cH:13][c:12]([Br:11])[cH:17][cH:16]1. Starting materials: C(C1=CC=CC=C1)OC[C@H](OCP(OCC)(OCC)=O)CO[Si](C1=CC=CC=C1)(C1=CC=CC=C1)C(C)(C)C (diethyl (S)-[2-benzyloxy-1-(t-butyldiphenylsilyloxymethyl)ethoxy]methylphosphonate), N (ammonia). The solvent is FC(C(=O)O)(F)F.O (trifluoroacetic acid water). Run at time 1 hour. Product: C(C1=CC=CC=C1)OC[C@H](OCP(OCC)(OCC)=O)CO (Diethyl (R)-[2-benzyloxy-1-(hydroxymethyl)ethoxy]-methylphosphonate), oil. The yield is 75.0%. As a reaction SMILES: [CH2:1]([O:8][CH2:9][C@@H:10]([CH2:21][O:22][Si](C(C)(C)C)(C1C=CC=CC=1)C1C=CC=CC=1)[O:11][CH2:12][P:13](=[O:20])([O:17][CH2:18][CH3:19])[O:14][CH2:15][CH3:16])[C:2]1[CH:7]=[CH:6][CH:5]=[CH:4][CH:3]=1.N>FC(F)(F)C(O)=O.O>[CH2:1]([O:8][CH2:9][C@@H:10]([CH2:21][OH:22])[O:11][CH2:12][P:13](=[O:20])([O:17][CH2:18][CH3:19])[O:14][CH2:15][CH3:16])[C:2]1[CH:3]=[CH:4][CH:5]=[CH:6][CH:7]=1 |f:2.3|. Procedure: A suspension of diethyl (S)-[2-benzyloxy-1-(t-butyldiphenylsilyloxymethyl)ethoxy]methylphosphonate (3.09 g, 5.4 mmol) in trifluoroacetic acid/water 2:1 (12 ml) was stirred at ambient temperature for 1 hour. The solution obtained was extracted with hexane (2×10 ml) and the aqueous containing phase evaporated to dryness. The residue obtained was treated with ethanolic ammonia (5 ml) for 5 minutes at ambient temperature, the solvent evaporated and the residue chromatographed on silica gel using dic...